This data is from the Open Reaction Database (ORD), a public repository of structured organic reaction records. The task is: describe an organic reaction: reactants, conditions, products, and yield As a reaction SMILES: [CH2:1]([OH:2])[CH2:3][CH2:4][CH3:5].[CH3:34][c:35]1[c:36]([N:50]2[CH:51]([CH3:60])[c:52]3[cH:53][cH:54][cH:55][cH:56][c:57]3[CH2:58][CH2:59]2)[n:37][c:38]([NH:42][c:43]2[cH:44][cH:45][c:46]([F:49])[cH:47][cH:48]2)[n:39][c:40]1[CH3:41].[CH3:6][CH:7]1[c:8]2[c:9]([cH:10][cH:11][cH:12][cH:13]2)[CH2:14][CH2:15][NH:16]1.[Cl:17][c:18]1[c:19]([CH3:20])[c:21]([CH3:22])[n:23][c:24]([NH:25][c:26]2[cH:27][cH:28][c:29]([F:30])[cH:31][cH:32]2)[n:33]1.[OH:61][CH2:62][CH2:63][OH:64]>>[CH3:34][c:35]1[c:36]([N:50]2[CH:51]([CH3:60])[c:52]3[cH:53][cH:54][cH:55][cH:56][c:57]3[CH2:58][CH2:59]2)[n:37][c:38]([NH:42][c:43]2[cH:44][cH:45][c:46]([F:49])[cH:47][cH:48]2)[n:39][c:40]1[CH3:41].[ClH:17]. The product is Cc1nc(Nc2ccc(F)cc2)nc(N2CCc3ccccc3C2C)c1C, Cl. Starting materials: CCCCO, Cc1nc(Nc2ccc(F)cc2)nc(N2CCc3ccccc3C2C)c1C, CC1NCCc2ccccc21, Cc1nc(Nc2ccc(F)cc2)nc(Cl)c1C, OCCO. The reactants are C(C)(C)(C)OC(=O)C1=C(C=2C(N(CCCC2N1)CCN1CCCCC1)=O)C (3-methyl-4-oxo-5-(2-piperidin-1-yl-ethyl)-1,4,5,6,7,8-hexahydro-pyrrolo[3,2-c]azepine-2-carboxylic acid tert-butyl ester), Cl (hydrochloric acid). Solvent: C(C)O (ethanol). The product is CC1=CNC2=C1C(N(CCC2)CCN2CCCCC2)=O (3-methyl-5-(2-piperidin-1-yl-ethyl)-5,6,7,8-tetrahydro-1H-pyrrolo[3,2-c]azepin-4-one). Isolated yield 57.0%. RXN SMILES: C(OC([C:8]1[NH:17][C:16]2[CH2:15][CH2:14][CH2:13][N:12]([CH2:18][CH2:19][N:20]3[CH2:25][CH2:24][CH2:23][CH2:22][CH2:21]3)[C:11](=[O:26])[C:10]=2[C:9]=1[CH3:27])=O)(C)(C)C.Cl>C(O)C>[CH3:27][C:9]1[C:10]2[C:11](=[O:26])[N:12]([CH2:18][CH2:19][N:20]3[CH2:25][CH2:24][CH2:23][CH2:22][CH2:21]3)[CH2:13][CH2:14][CH2:15][C:16]=2[NH:17][CH:8]=1. Procedure details: 3-Methyl-4-oxo-5-(2-piperidin-1-yl-ethyl)-1,4,5,6,7,8-hexahydro-pyrrolo[3,2-c]azepine-2-carboxylic acid tert-butyl ester 32b (953 mg, 2.54 mmol) was dissolved in 3 ml of ethanol under stirring, and added dropwise with hydrochloric acid (3.2 ml, 12 mol/L) in an ice-water bath under an argon atmosphere. Upon completion of the addition, the ice-water bath was removed, and the reaction mixture was stirred at 60° C. in an oil bath for 1 hour. After thin lay chromatography showed the disappearance of ...